This data is from the Open Reaction Database (ORD), a public repository of structured organic reaction records. The task is: describe an organic reaction: reactants, conditions, products, and yield Starting materials: O=C([O-])[O-], CCc1[nH]c2c(F)ccc(OCC(=O)OC)c2c(=O)c1Cc1ccc(C(=O)N2CCCC2)cc1, CN(C)C=O, CC(=O)OC(F)(F)Cl, [K+], [K+], O. Yields the product CCc1nc2c(F)ccc(OCC(=O)OC)c2c(OC(F)F)c1Cc1ccc(C(=O)N2CCCC2)cc1. Reaction SMILES: [C:40](=[O:41])([O-:42])[O-:43].[CH3:1][O:2][C:3]([CH2:4][O:5][c:6]1[c:7]2[c:8](=[O:33])[c:9]([CH2:19][c:20]3[cH:21][cH:22][c:23]([C:26](=[O:27])[N:28]4[CH2:29][CH2:30][CH2:31][CH2:32]4)[cH:24][cH:25]3)[c:10]([CH2:17][CH3:18])[nH:11][c:12]2[c:13]([F:16])[cH:14][cH:15]1)=[O:34].[CH3:35][N:36]([CH3:37])[CH:38]=[O:39].[Cl:46][C:47]([F:48])([F:49])[O:50][C:51](=[O:52])[CH3:53].[K+:44].[K+:45].[OH2:54]>>[CH3:1][O:2][C:3]([CH2:4][O:5][c:6]1[c:7]2[c:8]([O:33][CH:47]([F:48])[F:49])[c:9]([CH2:19][c:20]3[cH:21][cH:22][c:23]([C:26](=[O:27])[N:28]4[CH2:29][CH2:30][CH2:31][CH2:32]4)[cH:24][cH:25]3)[c:10]([CH2:17][CH3:18])[n:11][c:12]2[c:13]([F:16])[cH:14][cH:15]1)=[O:34]. Reactants: O=C1NCN(C12CCN(CC2)C2(CCCCCC2)C#N)C2=CC=CC=C2 (1-(4-oxo-1-phenyl-1,3,8-triazaspiro[4.5]dec-8-yl)cycloheptane-carbonitrile), C1(=CC=CC=C1)[Mg]Br (phenylmagnesium bromide), ice water. The solvent is C1CCOC1 (THF). Reaction conditions: time 24 hour. Yields the product C1(=CC=CC=C1)N1CNC(C12CCN(CC2)C2(CCCCCC2)C2=CC=CC=C2)=O (1-Phenyl-8-(1-phenylcycloheptyl)-1,3,8-triazaspiro[4.5]decan-4-one). Isolated yield 38.1%. Reaction SMILES: [O:1]=[C:2]1[C:6]2([CH2:11][CH2:10][N:9]([C:12]3([C:19]#N)[CH2:18][CH2:17][CH2:16][CH2:15][CH2:14][CH2:13]3)[CH2:8][CH2:7]2)[N:5](C2C=CC=CC=2)[CH2:4][NH:3]1.[C:27]1([Mg]Br)[CH:32]=[CH:31][CH:30]=[CH:29][CH:28]=1>C1COCC1>[C:27]1([N:5]2[C:6]3([CH2:7][CH2:8][N:9]([C:12]4([C:19]5[CH:10]=[CH:11][CH:6]=[CH:7][CH:8]=5)[CH2:18][CH2:17][CH2:16][CH2:15][CH2:14][CH2:13]4)[CH2:10][CH2:11]3)[C:2](=[O:1])[NH:3][CH2:4]2)[CH:32]=[CH:31][CH:30]=[CH:29][CH:28]=1. Procedure: To a stirred solution of 1-(4-oxo-1-phenyl-1,3,8-triazaspiro[4.5]dec-8-yl)cycloheptane-carbonitrile (323 mg, 0.916 mmol) in THF (6 ml) was added phenylmagnesium bromide (3M solution in diethyl ether, 3.05 ml, 9.16 mmol) at room temperature. Then the reaction mixture was stirred at room temperature for 24 h. The reaction mixture was poured into ice water, then extracted with CH2Cl2. The extracts combined were dried (Na2SO4), filtered, and concentrated. The residue was purified by preparative TLC ... The reactants are Cc1nccc2[nH]c(=O)c(C#N)cc12, CC(=O)O, CO, [NH4+], [OH-], O, O=S(=O)(O)O. The product is Cc1nccc2[nH]c(=O)c(C(=O)O)cc12. As a reaction SMILES: [CH3:1][c:2]1[c:3]2[cH:4][c:5]([C:13]#[N:14])[c:6](=[O:12])[nH:7][c:8]2[cH:9][cH:10][n:11]1.[CH3:23][C:24](=[O:25])[OH:26].[CH3:27][OH:28].[NH4+:21].[OH-:22].[OH2:20].[S:15](=[O:16])(=[O:17])([OH:18])[OH:19]>>[CH3:1][c:2]1[c:3]2[cH:4][c:5]([C:13](=[O:20])[OH:22])[c:6](=[O:12])[nH:7][c:8]2[cH:9][cH:10][n:11]1. The reactants are O=C([O-])[O-], Cc1cscc1B(O)O, Cc1ccccc1, CCO, CS(=O)(=O)N1CCC(Nc2nccc(-n3nnc4c(I)cccc43)n2)CC1, [Na+], [Na+]. As a reaction SMILES: [C:37](=[O:38])([O-:39])[O-:40].[CH3:28][c:29]1[c:30]([B:34]([OH:35])[OH:36])[cH:31][s:32][cH:33]1.[CH3:43][c:44]1[cH:45][cH:46][cH:47][cH:48][cH:49]1.[CH3:50][CH2:51][OH:52].[I:1][c:2]1[cH:3][cH:4][cH:5][c:6]2[n:7](-[c:11]3[n:12][c:13]([NH:17][CH:18]4[CH2:19][CH2:20][N:21]([S:24](=[O:25])(=[O:26])[CH3:27])[CH2:22][CH2:23]4)[n:14][cH:15][cH:16]3)[n:8][n:9][c:10]12.[Na+:41].[Na+:42]>>[c:2]1(-[c:30]2[c:29]([CH3:28])[cH:33][s:32][cH:31]2)[cH:3][cH:4][cH:5][c:6]2[n:7](-[c:11]3[n:12][c:13]([NH:17][CH:18]4[CH2:19][CH2:20][N:21]([S:24](=[O:25])(=[O:26])[CH3:27])[CH2:22][CH2:23]4)[n:14][cH:15][cH:16]3)[n:8][n:9][c:10]12. Product: Cc1cscc1-c1cccc2c1nnn2-c1ccnc(NC2CCN(S(C)(=O)=O)CC2)n1. Starting materials: C(C)OC(CC1=CC(=CC=C1)NC(=O)C1=NC(=CC=C1)Br)=O ({3-[(6-Bromo-pyridine-2-carbonyl)-amino]-phenyl}-acetic acid ethyl ester), ClC=1C=C(C=C(C1)Cl)B(O)O (3,5-dichloro-phenylboronic acid). The product is ClC=1C=C(C=C(C1)Cl)C1=CC=CC(=N1)C(=O)NC=1C=C(C=CC1)CC(=O)O ((3-{[6-(3,5-Dichloro-phenyl)-pyridine-2-carbonyl]-amino}-phenyl)-acetic acid). Reaction SMILES: C([O:3][C:4](=[O:22])[CH2:5][C:6]1[CH:11]=[CH:10][CH:9]=[C:8]([NH:12][C:13]([C:15]2[CH:20]=[CH:19][CH:18]=[C:17](Br)[N:16]=2)=[O:14])[CH:7]=1)C.[Cl:23][C:24]1[CH:25]=[C:26](B(O)O)[CH:27]=[C:28]([Cl:30])[CH:29]=1>>[Cl:23][C:24]1[CH:25]=[C:26]([C:17]2[N:16]=[C:15]([C:13]([NH:12][C:8]3[CH:7]=[C:6]([CH2:5][C:4]([OH:3])=[O:22])[CH:11]=[CH:10][CH:9]=3)=[O:14])[CH:20]=[CH:19][CH:18]=2)[CH:27]=[C:28]([Cl:30])[CH:29]=1. Reported procedure: The pyridyl bromide (77) (44 mg, 0.12 mmol) was coupled to 3,5-dichloro-phenylboronic acid (20 mg, 0.10 mmol) using Method E. During this reaction, hydrolysis occurred. The residue was extracted using Work-up E1 to give the acid. The solid was further purified by preparative HPLC to give the title compound. The reactants are C(C)(C)(C)OC(=O)N1CCC(CC1)CNC1=NC=NC(=C1)NC1=NC=C(N=C1)C#N (tert-butyl-4-((6-(5-cyanopyrazin-2-ylamino)pyrimidin-4-ylamino)methyl)-piperidine-1-carboxylate), FC(C(=O)O)(F)F (trifluoroacetic acid). Conditions: temperature 82 celsius. Product: N1CCC(CC1)CNC1=CC(=NC=N1)NC=1N=CC(=NC1)C(=O)N (5-(6-(piperidin-4-ylmethylamino)pyrimidin-4-ylamino)pyrazine-2-carboxamide). Yield: 15.0%. RXN SMILES: C(OC([N:8]1[CH2:13][CH2:12][CH:11]([CH2:14][NH:15][C:16]2[CH:21]=[C:20]([NH:22][C:23]3[CH:28]=[N:27][C:26]([C:29]#[N:30])=[CH:25][N:24]=3)[N:19]=[CH:18][N:17]=2)[CH2:10][CH2:9]1)=O)(C)(C)C.FC(F)(F)C(O)=[O:34]>>[NH:8]1[CH2:13][CH2:12][CH:11]([CH2:14][NH:15][C:16]2[N:17]=[CH:18][N:19]=[C:20]([NH:22][C:23]3[N:24]=[CH:25][C:26]([C:29]([NH2:30])=[O:34])=[N:27][CH:28]=3)[CH:21]=2)[CH2:10][CH2:9]1. Reported procedure: A mixture of tert-butyl-4-((6-(5-cyanopyrazin-2-ylamino)pyrimidin-4-ylamino)methyl)-piperidine-1-carboxylate (0.15 mmol) and trifluoroacetic acid was heated at 82° C. for 4 hours. The solution was evaporated to dryness and the residue was purified by preparative HPLC to give 5-(6-(piperidin-4-ylmethylamino)pyrimidin-4-ylamino)pyrazine-2-carboxamide (7.36 mg, 15%). The reactants are O1C(=NC2=C1C=CC=C2)N2[C@@H](CCCC2)C(=O)N[C@H]2CN(CC2)CC2=CC=CC=C2 ((2S)-1-(1,3-benzoxazol-2-yl)-N2-[(3R)-1-benzylpyrrolidin-3-yl]-2-piperidinecarboxamide). Procedure: 20% w/w Palladium hydroxide on carbon (12.5 mg) was added to a solution of (2S)-1-(1,3-benzoxazol-2-yl)-N2-[(3R)-1-benzylpyrrolidin-3-yl]-2-piperidinecarboxamide (62.5 mg) [see Example 1] in ethanol (10 ml). The reaction mixture was hydrogenated at 414 kPa (60 p.s.i.) for 56 hours, after which time the catalyst was filtered off and the solvent removed under reduced pressure. The crude product was purified by column chromatography on silica gel eluting with a solvent gradient of 95:5 changing to ... The solvent is C(C)O (ethanol). Reaction conditions: time 56 hour. RXN SMILES: [O:1]1[C:5]2[CH:6]=[CH:7][CH:8]=[CH:9][C:4]=2[N:3]=[C:2]1[N:10]1[CH2:15][CH2:14][CH2:13][CH2:12][C@H:11]1[C:16]([NH:18][C@@H:19]1[CH2:23][CH2:22][N:21](CC2C=CC=CC=2)[CH2:20]1)=[O:17]>C(O)C.[OH-].[OH-].[Pd+2]>[CH2:11]([NH:10][CH2:15][CH3:14])[CH3:12].[O:1]1[C:5]2[CH:6]=[CH:7][CH:8]=[CH:9][C:4]=2[N:3]=[C:2]1[N:10]1[CH2:15][CH2:14][CH2:13][CH2:12][C@H:11]1[C:16]([NH:18][C@@H:19]1[CH2:23][CH2:22][NH:21][CH2:20]1)=[O:17] |f:2.3.4|. The reagents and catalysts are [OH-].[OH-].[Pd+2] (Palladium hydroxide on carbon). Isolated yield 4.1%. Yields the product C(C)NCC (diethylamine), O1C(=NC2=C1C=CC=C2)N2[C@@H](CCCC2)C(=O)N[C@H]2CNCC2 ((2S)-1-(1,3-benzoxazol-2-yl)-N2-[(3R)-pyrrolidin-3-yl]-2-piperidinecarboxamide). Reactants: C(C)C=1C(=C(NC1I)C=O)C(=O)OCC1=CC=CC=C1 (benzyl 4-ethyl-2-formyl-5-iodo-1H-pyrrole-3-carboxylate), FC1=CC=C(C=C1)B(O)O (4-fluorophenylboronic acid), C(#N)C=1C=C(C=CC1)B(O)O (3-cyanophenylboronic acid). Product: C(#N)C=1C=C(C=CC1)C1=C(C(=C(N1)C=O)C(=O)OCC1=CC=CC=C1)CC (benzyl 5-(3-cyanophenyl)4-ethyl-2-formyl-1H-pyrrole-3-carboxylate). Reaction SMILES: [CH2:1]([C:3]1[C:4]([C:11]([O:13][CH2:14][C:15]2[CH:20]=[CH:19][CH:18]=[CH:17][CH:16]=2)=[O:12])=[C:5]([CH:9]=[O:10])[NH:6][C:7]=1I)[CH3:2].FC1C=CC(B(O)O)=CC=1.[C:31]([C:33]1[CH:34]=[C:35](B(O)O)[CH:36]=[CH:37][CH:38]=1)#[N:32]>>[C:31]([C:33]1[CH:38]=[C:37]([C:7]2[NH:6][C:5]([CH:9]=[O:10])=[C:4]([C:11]([O:13][CH2:14][C:15]3[CH:20]=[CH:19][CH:18]=[CH:17][CH:16]=3)=[O:12])[C:3]=2[CH2:1][CH3:2])[CH:36]=[CH:35][CH:34]=1)#[N:32]. Procedure details: Following the procedures described in Example 5, replacing methyl 4-ethyl-2-formyl-5-iodo-1H-pyrrole-3-carboxylate with benzyl 4-ethyl-2-formyl-5-iodo-1H-pyrrole-3-carboxylate and 4-fluorophenylboronic acid with 3-cyanophenylboronic acid, the title compound was obtained. Proton NMR for the product was consistent with the title compound. HRMS (ES) exact mass calculated for C22H19N2O3 (M+H): 359.1390. Found 359.1394 The reactants are O=C([O-])[O-], C1CCOC1, CS(=O)(=O)Cl, [Cs+], [Cs+], Cc1ccc(O)c(F)c1F, O, CC(=O)NC(C)c1ccc(N2CC(O)C2)cc1. Product: CC(=O)NC(C)c1ccc(N2CC(Oc3ccc(C)c(F)c3F)C2)cc1. Reaction SMILES: [C:33](=[O:34])([O-:35])[O-:36].[CH2:39]1[O:40][CH2:41][CH2:42][CH2:43]1.[CH3:18][S:19](=[O:20])(=[O:21])[Cl:22].[Cs+:37].[Cs+:38].[F:23][c:24]1[c:25]([OH:32])[cH:26][cH:27][c:28]([CH3:31])[c:29]1[F:30].[OH2:44].[OH:1][CH:2]1[CH2:3][N:4]([c:6]2[cH:7][cH:8][c:9]([CH:12]([CH3:13])[NH:14][C:15]([CH3:16])=[O:17])[cH:10][cH:11]2)[CH2:5]1>>[O:1]([CH:2]1[CH2:3][N:4]([c:6]2[cH:7][cH:8][c:9]([CH:12]([CH3:13])[NH:14][C:15]([CH3:16])=[O:17])[cH:10][cH:11]2)[CH2:5]1)[c:25]1[c:24]([F:23])[c:29]([F:30])[c:28]([CH3:31])[cH:27][cH:26]1. Reactants: COc1ccn(-c2nc(C)c(C(=O)NCc3cccnc3)s2)c(=O)c1, O=C(OO)c1cccc(Cl)c1, ClCCl. Yields the product COc1ccn(-c2nc(C)c(C(=O)NCc3ccc[n+]([O-])c3)s2)c(=O)c1. Reaction SMILES: [CH3:1][O:2][c:3]1[cH:4][c:5](=[O:25])[n:6](-[c:9]2[s:10][c:11]([C:15](=[O:16])[NH:17][CH2:18][c:19]3[cH:20][n:21][cH:22][cH:23][cH:24]3)[c:12]([CH3:14])[n:13]2)[cH:7][cH:8]1.[Cl:26][c:27]1[cH:28][c:29]([C:34](=[O:31])[O:35][OH:36])[cH:30][cH:32][cH:33]1.[Cl:37][CH2:38][Cl:39]>>[CH3:1][O:2][c:3]1[cH:4][c:5](=[O:25])[n:6](-[c:9]2[s:10][c:11]([C:15](=[O:16])[NH:17][CH2:18][c:19]3[cH:20][n+:21]([O-:31])[cH:22][cH:23][cH:24]3)[c:12]([CH3:14])[n:13]2)[cH:7][cH:8]1.